Dataset: the Open Reaction Database (ORD), a public repository of structured organic reaction records. Task: describe an organic reaction: reactants, conditions, products, and yield The reactants are [C-]#N, CCOC(=O)C(C#N)=C1CCc2cc(F)ccc21, CCO, [K+], O. Yields the product N#CCC1(C#N)CCc2cc(F)ccc21. As a reaction SMILES: [C-:19]#[N:20].[C:1](#[N:2])[C:3]([C:4]([O:5][CH2:6][CH3:7])=[O:8])=[C:9]1[CH2:10][CH2:11][c:12]2[cH:13][c:14]([F:18])[cH:15][cH:16][c:17]21.[CH3:22][CH2:23][OH:24].[K+:21].[OH2:25]>>[C:1](#[N:2])[CH2:3][C:9]1([C:19]#[N:20])[CH2:10][CH2:11][c:12]2[cH:13][c:14]([F:18])[cH:15][cH:16][c:17]21.